Task: describe an organic reaction: reactants, conditions, products, and yield. Dataset: the Open Reaction Database (ORD), a public repository of structured organic reaction records The reactants are ClC1=CC2=C(C(C3=C(C(N2)=O)NN=C3C(=O)O)=O)C=C1 (7-Chloro-3-(carboxy)pyrazolo[3,4-c][1]benzazepine-4,10-(1H,9H)-dione), ClC1=CC2=C(C(C3=C(C(N2)=O)NN=C3C(=O)O)=O)C=C1 (7-Chloro-3-(carboxy)pyrazolo[3,4-c][1]benzazepine-4,10-(1H,9H)-dione), ClCCl (dichloromethane), C(C(=O)Cl)(=O)Cl (oxalyl chloride). The reagents and catalysts are CN(C=O)C (N,N-dimethylformamide). Run at time 24 hour. The product is ClC1=CC2=C(C(C3=C(C(N2)=O)NN=C3C(=O)OCC=C)=O)C=C1 (7-Chloro-3-(2-propenyloxycarbonyl)pyrazolo[3,4-c][1]benzazepine-4,10(1H,9H)-dione). The yield is 63.0%. Reaction SMILES: [Cl:1][C:2]1[CH:20]=[CH:19][C:5]2[C:6](=[O:18])[C:7]3[C:14]([C:15]([OH:17])=[O:16])=[N:13][NH:12][C:8]=3[C:9](=[O:11])[NH:10][C:4]=2[CH:3]=1.[C:21](Cl)(=O)[C:22](Cl)=O.Cl[CH2:28]Cl>CN(C)C=O>[Cl:1][C:2]1[CH:20]=[CH:19][C:5]2[C:6](=[O:18])[C:7]3[C:14]([C:15]([O:17][CH2:28][CH:21]=[CH2:22])=[O:16])=[N:13][NH:12][C:8]=3[C:9](=[O:11])[NH:10][C:4]=2[CH:3]=1. Procedure: To a solution of 7-chloro-3-(carboxy)pyrazolo[3,4-c][1]-benzazepine-4,10(1H,9H)-dione (500 mg, 1.7 mmol) (compound of Example 9) in dichloromethane (15 mL) was added N,N-dimethylformamide (2 drops) and then in one portion oxalyl chloride (300 μL, 3.4 mmol). The resulting solution was stirred for 24 hours at room temperature, concentrated by rotary evaporation, and allyl alcohol (15 mL) was added to the residue. The mixture was heated at 100° C. for 15 minutes and concentrated by rotary evaporati... The reactants are COC(C1=C(C(=CC=C1)NC=O)O)=O (3-formylamino-2-hydroxy-benzoic acid methyl ester), C([O-])([O-])=O.[K+].[K+] (potassium carbonate), CN(C)C=O (DMF), C([O-])([O-])=O.[K+].[K+] (Potassium carbonate), BrCCCCl (1-bromo-3-chloropropane). The solvent is C(C)(=O)OCC (ethyl acetate), O (water). Conditions: temperature 120 celsius. The product is COC(=O)C1=CC=CC=2N(CCCOC21)C=O (9-Formyl-6,7,8,9-tetrahydro-5-oxa-9-aza-benzocycloheptene-4-carboxylic acid methyl ester). Isolated yield 75.7%. As a reaction SMILES: C(=O)([O-])[O-].[K+].[K+].[CH3:7][O:8][C:9](=[O:20])[C:10]1[CH:15]=[CH:14][CH:13]=[C:12]([NH:16][CH:17]=[O:18])[C:11]=1[OH:19].CN(C=O)C.Br[CH2:27][CH2:28][CH2:29]Cl>O.C(OCC)(=O)C>[CH3:7][O:8][C:9]([C:10]1[C:11]2[O:19][CH2:29][CH2:28][CH2:27][N:16]([CH:17]=[O:18])[C:12]=2[CH:13]=[CH:14][CH:15]=1)=[O:20] |f:0.1.2|. Reported procedure: Potassium carbonate was ground and flame dried prior to each use. 3-formylamino-2-hydroxy-benzoic acid methyl ester compound (1.952 grams, 10 mmol) and potassium carbonate (2.764 grams, 20 mmol, 2 eq.) were placed in a flask together with 100 mL of anhydrous DMF. Heated to 120° C. for 1 hour. 1-bromo-3-chloropropane (1 mL, 10 mmol, 1 eq.) was added to the reaction mixture in several portions at 120° C. and the reaction heated for an additional 3 hours. The reaction was monitored on TLC (ethyl ac... Starting materials: CO, NN, O=C1NC(=O)c2c(CCCCCCCCC3CNCCO3)cccc21. The product is NCCCCCCCCC1CNCCO1. Reaction SMILES: [CH3:28][OH:29].[NH2:1][NH2:2].[O:3]1[CH:4]([CH2:9][CH2:10][CH2:11][CH2:12][CH2:13][CH2:14][CH2:15][CH2:16][c:17]2[cH:18][cH:19][cH:20][c:21]3[c:26]2[C:24](=[O:25])[NH:23][C:22]3=[O:27])[CH2:5][NH:6][CH2:7][CH2:8]1>>[NH2:1][CH2:16][CH2:15][CH2:14][CH2:13][CH2:12][CH2:11][CH2:10][CH2:9][CH:4]1[O:3][CH2:8][CH2:7][NH:6][CH2:5]1. Starting materials: NC=1C2=C(N=CN1)N(C(=C2C=2C=NC1=CC=CC=C1C2)Br)CC[C@H](C=C)NC(OC(C)(C)C)=O ((R)-tert-butyl (5-(4-amino-6-bromo-5-(quinolin-3-yl)-7H-pyrrolo[2,3-d]pyrimidin-7-yl)penta-1-en-3-yl)carbamate), NC1=NC=NC2=C1C(=C1CC[C@@H](CN21)NC(OC(C)(C)C)=O)C=2C=NC1=CC=CC=C1C2 ((S)-tert-Butyl (4-amino-5-(quinolin-3-yl)-6,7,8,9-tetrahydropyrimido[5,4-b]indolizin-8-yl)carbamate). The product is NC1=NC=NC2=C1C(=C1N2CC[C@H](CC1)NC(OC(C)(C)C)=O)C=1C=NC2=CC=CC=C2C1 ((S)-tert-Butyl (4-amino-5-(quinolin-3-yl)-7,8,9,10-tetrahydro-6H-pyrimido[5′,4′:4,5]pyrrolo[1,2-a]azepin-8-yl)carbamate). Yield: 52.0%. RXN SMILES: [NH2:1][C:2]1[C:3]2[C:10]([C:11]3[CH:12]=[N:13][C:14]4[C:19]([CH:20]=3)=[CH:18][CH:17]=[CH:16][CH:15]=4)=[C:9](Br)[N:8]([CH2:22][CH2:23][C@@H:24]([NH:27][C:28](=[O:34])[O:29][C:30]([CH3:33])([CH3:32])[CH3:31])[CH:25]=[CH2:26])[C:4]=2[N:5]=[CH:6][N:7]=1.NC1C2C(C3C=NC4C(C=3)=CC=CC=4)=C3N(C=2N=CN=1)C[C@@H](NC(=O)OC(C)(C)C)CC3>>[NH2:1][C:2]1[C:3]2[C:10]([C:11]3[CH:12]=[N:13][C:14]4[C:19]([CH:20]=3)=[CH:18][CH:17]=[CH:16][CH:15]=4)=[C:9]3[CH2:26][CH2:25][C@H:24]([NH:27][C:28](=[O:34])[O:29][C:30]([CH3:33])([CH3:32])[CH3:31])[CH2:23][CH2:22][N:8]3[C:4]=2[N:5]=[CH:6][N:7]=1. Reported procedure: In accordance with Example 10, except that the (R)-tert-butyl (5-(4-amino-6-bromo-5-(quinolin-3-yl)-7H-pyrrolo[2,3-d]pyrimidin-7-yl)penta-1-en-3-yl)carbamate (994 mg) obtained in Reference Example 10 was used in place of the (S)-tert-butyl (1-(4-amino-6-bromo-5-(quinolin-3-yl)-7H-pyrrolo[2,3-d]pyrimidin-7-yl)but-3-en-2-yl)carbamate obtained in Example 10, the title compound (439 mg) (yield: 52%) was obtained as a yellow solid. Starting materials: NC=1SC(=CC1C(=O)N)C1=C(C=C(C=C1F)C(C)(C)O)F (2-amino-5-[2,6-difluoro-4-(1-hydroxy-1-methylethyl)phenyl]thiophene-3-carboxamide), BrC1=CC=C(CN2N=CC=N2)C=C1 (2-(4-bromobenzyl)-2H-1,2,3-triazole). Yields the product FC1=C(C(=CC(=C1)C(C)(C)O)F)C1=CC(=C(S1)NC1=CC=C(C=C1)CN1N=CC=N1)C(=O)N (5-[2,6-difluoro-4-(1-hydroxy-1-methylethyl)phenyl]-2-{[4-(2H-1,2,3-triazole-2-ylmethyl)phenyl]amino}thiophene-3-carboxamide). Reaction SMILES: [NH2:1][C:2]1[S:3][C:4]([C:10]2[C:15]([F:16])=[CH:14][C:13]([C:17]([OH:20])([CH3:19])[CH3:18])=[CH:12][C:11]=2[F:21])=[CH:5][C:6]=1[C:7]([NH2:9])=[O:8].Br[C:23]1[CH:34]=[CH:33][C:26]([CH2:27][N:28]2[N:32]=[CH:31][CH:30]=[N:29]2)=[CH:25][CH:24]=1>>[F:16][C:15]1[CH:14]=[C:13]([C:17]([OH:20])([CH3:18])[CH3:19])[CH:12]=[C:11]([F:21])[C:10]=1[C:4]1[S:3][C:2]([NH:1][C:23]2[CH:34]=[CH:33][C:26]([CH2:27][N:28]3[N:29]=[CH:30][CH:31]=[N:32]3)=[CH:25][CH:24]=2)=[C:6]([C:7]([NH2:9])=[O:8])[CH:5]=1. Reported procedure: 5-[2,6-difluoro-4-(1-hydroxy-1-methylethyl)phenyl]-2-{[4-(2H-1,2,3-triazole-2-ylmethyl)phenyl]amino}thiophene-3-carboxamide was prepared according to the general procedure in Example 1 using 2-amino-5-[2,6-difluoro-4-(1-hydroxy-1-methylethyl)phenyl]thiophene-3-carboxamide (100 mg, 0.320 mmol) and 2-(4-bromobenzyl)-2H-1,2,3-triazole (76 mg, 0.320 mmol) as the starting materials. Reactants: N[C@H]1[C@@H](CN(CC1)CCNC1=NC=CC=N1)O (trans-4-amino-1-[2-(2-pyrimidinylamino)ethyl]-3-piperidinol), ClC(Cl)Cl (trichloromethane), FC(C=1C=C(C(=O)Cl)C=CC1)(F)F (3-(trifluoromethyl)benzoyl chloride). The solvent is C(C)N(CC)CC (N,N-diethylethanamine). Conditions: time 15 minute. Product: O[C@@H]1CN(CC[C@H]1NC(C1=CC(=CC=C1)C(F)(F)F)=O)CCNC1=NC=CC=N1 (trans-N-[3-hydroxy-1-[2-(2-pyrimidinylamino)ethyl]-4-piperidinyl]-3-(trifluoromethyl)benzamide). The yield is 50.5%. Reaction SMILES: [NH2:1][C@@H:2]1[CH2:7][CH2:6][N:5]([CH2:8][CH2:9][NH:10][C:11]2[N:16]=[CH:15][CH:14]=[CH:13][N:12]=2)[CH2:4][C@H:3]1[OH:17].ClC(Cl)Cl.[F:22][C:23]([F:34])([F:33])[C:24]1[CH:25]=[C:26]([CH:30]=[CH:31][CH:32]=1)[C:27](Cl)=[O:28]>C(N(CC)CC)C>[OH:17][C@H:3]1[C@H:2]([NH:1][C:27](=[O:28])[C:26]2[CH:30]=[CH:31][CH:32]=[C:24]([C:23]([F:22])([F:33])[F:34])[CH:25]=2)[CH2:7][CH2:6][N:5]([CH2:8][CH2:9][NH:10][C:11]2[N:12]=[CH:13][CH:14]=[CH:15][N:16]=2)[CH2:4]1. Procedure details: To a stirred solution of 2.37 parts of trans-4-amino-1-[2-(2-pyrimidinylamino)ethyl]-3-piperidinol in 120 parts of trichloromethane were added 2.08 parts of 3-(trifluoromethyl)benzoyl chloride. The whole was stirred for 15 minutes in an ice bath. After the addition of 1.26 parts of N,N-diethylethanamine, stirring was continued for 18 hours and the temperature was allowed to reach room temperature. The reaction mixture was washed with a sodium carbonate solution and water, dried, filtered and eva... Reactants: [O-2].[O-2].[O-2].[Cr+6] (chromium trioxide), S(O)(O)(=O)=O (sulphuric acid), O (water), O (water), BrCC(COC1=CC(=CC=C1)Cl)O (1-bromo-3-(3-chlorophenoxy)propan-2-ol). Solvent: C1(=CC=CC=C1)C (Toluene), C1(=CC=CC=C1)C (toluene), CC(=O)C (acetone). Reaction conditions: time 16 hour. Product: CC(=O)C.OS(=O)(=O)O.O=[Cr](=O)=O (Jones' reagent), BrCC(COC1=CC(=CC=C1)Cl)=O (1-bromo-3-(3-chlorophenoxy)propan-2-one). Reaction SMILES: [O-2:1].[O-2:2].[O-2:3].[Cr+6:4].O.[Br:6][CH2:7][CH:8]([OH:18])[CH2:9][O:10][C:11]1[CH:16]=[CH:15][CH:14]=[C:13]([Cl:17])[CH:12]=1.[S:19](=[O:23])(=[O:22])([OH:21])[OH:20]>C1(C)C=CC=CC=1.CC(C)=O>[CH3:12][C:11]([CH3:16])=[O:10].[OH:22][S:19]([OH:23])(=[O:21])=[O:20].[O:1]=[Cr:4](=[O:3])=[O:2].[Br:6][CH2:7][C:8](=[O:18])[CH2:9][O:10][C:11]1[CH:16]=[CH:15][CH:14]=[C:13]([Cl:17])[CH:12]=1 |f:0.1.2.3,9.10.11|. Reported procedure: Jones' reagent was prepared by dissolving chromium trioxide (26.7 g.) in concentrated sulphuric acid (23 ml.) and making the solution up to 100 ml. total volume with water. This solution was added with stirring to a solution of 1-bromo-3-(3-chlorophenoxy)propan-2-ol (53.0 g.) in toluene (75 ml.) and acetone (50ml.) under an atmosphere of nitrogen, at such a rate as to keep the temperature between 0 and 5° C. When the addition was complete, the reaction mixture was allowed to warm to room tempera... Reactants: O=C(n1ccnc1)n1ccnc1, CC#N, CCOC(C)=O, COC(=O)C(O)CNc1cc(F)c2c(c1)oc(=O)n2C. Yields the product COC(=O)C1CN(c2cc(F)c3c(c2)oc(=O)n3C)C(=O)O1. Reaction SMILES: [C:21](=[O:22])([n:23]1[cH:24][cH:25][n:26][cH:27]1)[n:28]1[cH:29][cH:30][n:31][cH:32]1.[CH3:33][C:34]#[N:35].[CH3:36][CH2:37][O:38][C:39](=[O:40])[CH3:41].[F:1][c:2]1[cH:3][c:4]([NH:13][CH2:14][CH:15]([C:16](=[O:17])[O:18][CH3:19])[OH:20])[cH:5][c:6]2[c:7]1[n:8]([CH3:12])[c:9](=[O:11])[o:10]2>>[F:1][c:2]1[cH:3][c:4]([N:13]2[CH2:14][CH:15]([C:16](=[O:17])[O:18][CH3:19])[O:20][C:21]2=[O:22])[cH:5][c:6]2[c:7]1[n:8]([CH3:12])[c:9](=[O:11])[o:10]2.